describe an organic reaction: reactants, conditions, products, and yield From a dataset of the Open Reaction Database (ORD), a public repository of structured organic reaction records. Reactants: [F-].C(CCC)[N+](CCCC)(CCCC)CCCC (tetrabutylammonium fluoride), C(C1=CC=CC=C1)N1N=CC=2C1=NC=NC2O[C@H](C(=O)NC2=NC=C(C=C2)C)COCCO[Si](C2=CC=CC=C2)(C2=CC=CC=C2)C(C)(C)C ((S)-2-(1-benzyl-1H-pyrazolo[3,4-d]pyrimidin-4-yloxy)-3-(2-(tert-butyldiphenylsilyloxy)ethoxy)-N-(5-methylpyridin-2-yl)propanamide). Solvent: O1CCCC1 (tetrahydrofuran). Run at time 30 minute. Yields the product C(C1=CC=CC=C1)N1N=CC=2C1=NC=NC2O[C@H](C(=O)NC2=NC=C(C=C2)C)COCCO ((S)-2-(1-benzyl-1H-pyrazolo[3,4-d]pyrimidin-4-yloxy)-3-(2-hydroxyethoxy)-N-(5-methylpyridin-2-yl)propanamide). Isolated yield 75.8%. RXN SMILES: [F-].C([N+](CCCC)(CCCC)CCCC)CCC.[CH2:19]([N:26]1[C:30]2=[N:31][CH:32]=[N:33][C:34]([O:35][C@@H:36]([CH2:47][O:48][CH2:49][CH2:50][O:51][Si](C(C)(C)C)(C3C=CC=CC=3)C3C=CC=CC=3)[C:37]([NH:39][C:40]3[CH:45]=[CH:44][C:43]([CH3:46])=[CH:42][N:41]=3)=[O:38])=[C:29]2[CH:28]=[N:27]1)[C:20]1[CH:25]=[CH:24][CH:23]=[CH:22][CH:21]=1>O1CCCC1>[CH2:19]([N:26]1[C:30]2=[N:31][CH:32]=[N:33][C:34]([O:35][C@@H:36]([CH2:47][O:48][CH2:49][CH2:50][OH:51])[C:37]([NH:39][C:40]3[CH:45]=[CH:44][C:43]([CH3:46])=[CH:42][N:41]=3)=[O:38])=[C:29]2[CH:28]=[N:27]1)[C:20]1[CH:25]=[CH:24][CH:23]=[CH:22][CH:21]=1 |f:0.1|. Procedure: A solution of tetrabutylammonium fluoride (1M in THF) (0.896 mL, 0.90 mmol) was added to a stirred solution of (S)-2-(1-benzyl-1H-pyrazolo[3,4-d]pyrimidin-4-yloxy)-3-(2-(tert-butyldiphenylsilyloxy)ethoxy)-N-(5-methylpyridin-2-yl)propanamide (Intermediate AL1) (342 mg, 0.50 mmol) in tetrahydrofuran (20 mL). The resulting solution was stirred at ambient temperature for 30 minutes. The reaction mixture was quenched with saturated NH4Cl (10 mL), and diluted with water (20 mL) and EtOAc (70 mL). The ... Reactants: C1(CC1)B(O)O (cyclopropyl boronic acid), F[B-](F)(F)F.C1(CCCCC1)P(C1CCCCC1)C1CCCCC1 (tricyclohexylphosphine tetrafluoroborate), P(=O)([O-])([O-])[O-].[K+].[K+].[K+] (potassium phosphate), BrC1=CC(=CC2=CN(N=C12)C)[N+](=O)[O-] (7-bromo-2-methyl-5-nitro-2H-indazole). The reagents and catalysts are C(C)(=O)[O-].[Cu+2].C(C)(=O)[O-] (copper acetate). Run in C1(=CC=CC=C1)C (toluene), O (water). Reaction conditions: temperature 100 celsius, time 11 hour. The product is C1(CC1)C1=CC(=CC2=CN(N=C12)C)[N+](=O)[O-] (7-cyclopropyl-2-methyl-5-nitro-2H-indazole). Reaction SMILES: [CH:1]1(B(O)O)[CH2:3][CH2:2]1.F[B-](F)(F)F.C1(P(C2CCCCC2)C2CCCCC2)CCCCC1.P([O-])([O-])([O-])=O.[K+].[K+].[K+].Br[C:40]1[C:48]2[C:44](=[CH:45][N:46]([CH3:49])[N:47]=2)[CH:43]=[C:42]([N+:50]([O-:52])=[O:51])[CH:41]=1>C1(C)C=CC=CC=1.O.C([O-])(=O)C.[Cu+2].C([O-])(=O)C>[CH:1]1([C:40]2[C:48]3[C:44](=[CH:45][N:46]([CH3:49])[N:47]=3)[CH:43]=[C:42]([N+:50]([O-:52])=[O:51])[CH:41]=2)[CH2:3][CH2:2]1 |f:1.2,3.4.5.6,10.11.12|. Procedure details: A solution of cyclopropyl boronic acid (347 mg), palladium acetate (II) (31 mg), tricyclohexylphosphine tetrafluoroborate (99 mg), and potassium phosphate (1 g) in toluene (20 mL) and water (1 mL) was added to 7-bromo-2-methyl-5-nitro-2H-indazole obtained in Example 65 (Step 1) (361 mg), and the reaction solution was stirred at 100° C. for 11 hours. After dilution with ethyl acetate, the reaction solution was washed successively with water and a saturated saline solution. After drying over anhyd...